From a dataset of the Open Reaction Database (ORD), a public repository of structured organic reaction records. describe an organic reaction: reactants, conditions, products, and yield The reactants are BrCC(CC(C)C)Br (1,2-dibromo-4-methylpentane), C(#N)CN1C=NC=C1 (1-cyanomethylimidazole), C(=S)=S (carbon disulfide), [OH-].[K+] (potassium hydroxide). Solvent: O (water), CS(=O)C (dimethyl sulfoxide). Reaction conditions: time 1 hour. The product is N1(C=NC=C1)C(C#N)=C1S(C=C(S1)CC(C)C)=O (2-(1-imidazolyl)-2-(4-isobutyl-1,3-dithiolon-2-ylidene)acetonitrile). RXN SMILES: [C:1]([CH2:3][N:4]1[CH:8]=[CH:7][N:6]=[CH:5]1)#[N:2].[C:9](=[S:11])=[S:10].[OH-:12].[K+].Br[CH2:15][CH:16](Br)[CH2:17][CH:18]([CH3:20])[CH3:19]>O.CS(C)=O>[N:4]1([C:3](=[C:9]2[S:11][C:16]([CH2:17][CH:18]([CH3:20])[CH3:19])=[CH:15][S:10]2=[O:12])[C:1]#[N:2])[CH:8]=[CH:7][N:6]=[CH:5]1 |f:2.3|. Reported procedure: To a mixed solution of 0.55 g (0.005 mole) of 1-cyanomethylimidazole, 0.4 g (0.005 mole) of carbon disulfide and 10 ml of dimethyl sulfoxide was added 0.8 g (0.014 mole) of potassium hydroxide powder with stirring, and the reaction was carried out at room temperature for 1 hour. Then, 1.5 g (0.006 mole) of 1,2-dibromo-4-methylpentane was added dropwise with stirring, and the resulting solution was subjected to reaction for 2 hours. After completion of the reaction, 20 ml of water was added to th... Starting materials: ClC1=CC=C(C=C1)[C@@]1(C(CNCC1)(C)C)O ((S)-4-(4-chlorophenyl)-3,3-dimethylpiperidin-4-ol), CC([C@H](C(=O)O)CNC(=O)OCC[Si](C)(C)C)C ((S)-3-methyl-2-(((2-(trimethylsilyl)ethoxy)carbonylamino)methyl)butanoic acid), C(CCl)Cl (EDC), C=1C=CC2=C(C1)N=NN2O (HOBT), CCN(C(C)C)C(C)C (Hunig's Base). The solvent is C(Cl)Cl (CH2Cl2). Run at time 16 hour. Yields the product ClC1=CC=C(C=C1)[C@@]1(C(CN(CC1)C(=O)[C@H](CNC(OCC[Si](C)(C)C)=O)C(C)C)(C)C)O (2-(trimethylsilyl)ethyl(S)-2-((S)-4-(4-chlorophenyl)-4-hydroxy-3,3-dimethylpiperidine-1-carbonyl)-3-methylbutylcarbamate). The yield is 58.5%. As a reaction SMILES: [Cl:1][C:2]1[CH:7]=[CH:6][C:5]([C@@:8]2([OH:16])[CH2:13][CH2:12][NH:11][CH2:10][C:9]2([CH3:15])[CH3:14])=[CH:4][CH:3]=1.[CH3:17][CH:18]([CH3:34])[C@@H:19]([CH2:23][NH:24][C:25]([O:27][CH2:28][CH2:29][Si:30]([CH3:33])([CH3:32])[CH3:31])=[O:26])[C:20](O)=[O:21].C(Cl)CCl.C1C=CC2N(O)N=NC=2C=1.CCN(C(C)C)C(C)C>C(Cl)Cl>[Cl:1][C:2]1[CH:7]=[CH:6][C:5]([C@@:8]2([OH:16])[CH2:13][CH2:12][N:11]([C:20]([C@@H:19]([CH:18]([CH3:34])[CH3:17])[CH2:23][NH:24][C:25](=[O:26])[O:27][CH2:28][CH2:29][Si:30]([CH3:33])([CH3:32])[CH3:31])=[O:21])[CH2:10][C:9]2([CH3:14])[CH3:15])=[CH:4][CH:3]=1. Procedure: To a solution of (S)-4-(4-chlorophenyl)-3,3-dimethylpiperidin-4-ol (91 mg, 0.38 mmol), (S)-3-methyl-2-(((2-(trimethylsilyl)ethoxy)carbonylamino)methyl)butanoic acid (105 mg, 0.380 mmol), EDC (146 mg, 0.760 mmol) and HOBT (11.64 mg, 0.076 mmol) in CH2Cl2 (2 mL) was added Hunig's Base (0.199 mL, 1.140 mmol). Upon completion of addition, the reaction mixture was stirred at room temperature for 16 hrs. After this time, the reaction mixture was quenched with sat'd NaHCO3 and the crude product was ext... Reactants: CC12CCCC(CC1)(C2=O)C (1.5-dimethyl-bicyclo[3.2.1]octane-8-one), S(=O)(=O)(O)O.NO (hydroxylamin hydrogensulfate), C(C)(=O)[O-].[Na+] (sodium acetate). Solvent: O (water). Reaction conditions: temperature 60 celsius, time 1 hour. Yields the product CC12CCCC(CC1)(C2=NO)C (1.5-dimethyl-8-hydroximino-bicyclo[3.2.1]octane). Yield: 94.7%. Reaction SMILES: [CH3:1][C:2]12[C:9](=O)[C:6]([CH3:11])([CH2:7][CH2:8]1)[CH2:5][CH2:4][CH2:3]2.S(O)(O)(=O)=O.[NH2:17][OH:18].C([O-])(=O)C.[Na+]>O>[CH3:1][C:2]12[C:9](=[N:17][OH:18])[C:6]([CH3:11])([CH2:7][CH2:8]1)[CH2:5][CH2:4][CH2:3]2 |f:1.2,3.4|. Reported procedure: At 60° C., 91.2 g (0.6 mole) of 1.5-dimethyl-bicyclo[3.2.1]octane-8-one (1) was dripped into a solution of 78.7 g (0.6 mole) hydroxylamin hydrogensulfate and 54.2 g (0.66 mole) sodium acetate in 135 g water. This was stirred for 1 h at 60° C. and then allowed to cool to room temperature and sodium extracted with ether. The combined organic phases were neutralized by washing with a saturated solution of chloride, dried and concentrated by evaporation. 95 g (95%) 2 crystalline solid is obtained. B... The reactants are Cl (hydrochloric acid), C(C)(=O)OC=1C=C(CN2C(C(N=C(C3=C2C=CC=C3)C3=CC=CC=C3)NC(=O)C=3NC2=CC=CC=C2C3)=O)C=CC1OC(C)=O ((3RS)-1-(3,4-diacetoxybenzyl)-1,3-dihydro-3-(2-indolylcarbonylamino)-5-phenyl-2H-1,4-benzodiazepine-2-one), CO (methanol), C([O-])([O-])=O.[K+].[K+] (potassium carbonate). The solvent is O (water), C(C)(=O)OCC (Ethyl acetate), O (water), O1CCCC1 (tetrahydrofuran). Conditions: time 1 hour. Yields the product OC=1C=C(CN2C(C(N=C(C3=C2C=CC=C3)C3=CC=CC=C3)NC(=O)C=3NC2=CC=CC=C2C3)=O)C=CC1O ((3RS)-1-(3,4-dihydroxybenzyl)-3-(2-indolylcarbonylamino)-5-phenyl-2H-1,4-benzodiazepine-2-one). The yield is 62.8%. Reaction SMILES: C([O:4][C:5]1[CH:6]=[C:7]([CH:39]=[CH:40][C:41]=1[O:42]C(=O)C)[CH2:8][N:9]1[C:15]2[CH:16]=[CH:17][CH:18]=[CH:19][C:14]=2[C:13]([C:20]2[CH:25]=[CH:24][CH:23]=[CH:22][CH:21]=2)=[N:12][CH:11]([NH:26][C:27]([C:29]2[NH:30][C:31]3[C:36]([CH:37]=2)=[CH:35][CH:34]=[CH:33][CH:32]=3)=[O:28])[C:10]1=[O:38])(=O)C.CO.C(=O)([O-])[O-].[K+].[K+].Cl>O.C(OCC)(=O)C.O1CCCC1>[OH:4][C:5]1[CH:6]=[C:7]([CH:39]=[CH:40][C:41]=1[OH:42])[CH2:8][N:9]1[C:15]2[CH:16]=[CH:17][CH:18]=[CH:19][C:14]=2[C:13]([C:20]2[CH:25]=[CH:24][CH:23]=[CH:22][CH:21]=2)=[N:12][CH:11]([NH:26][C:27]([C:29]2[NH:30][C:31]3[C:36]([CH:37]=2)=[CH:35][CH:34]=[CH:33][CH:32]=3)=[O:28])[C:10]1=[O:38] |f:2.3.4|. Procedure: A mixture of (3RS)-1-(3,4-diacetoxybenzyl)-1,3-dihydro-3-(2-indolylcarbonylamino)-5-phenyl-2H-1,4-benzodiazepine-2-one (287 mg), methanol (5 ml), tetrahydrofuran (5 ml), water (1 ml) and 1N aqueous potassium carbonate (5 ml) was stirred for 1.0 hour at 0°-5° C. and then adjusted to pH 1-2 with 6N hydrochloric acid. Ethyl acetate (50 ml) and water (50 ml) were added to the mixture under stirring. The separated organic layer was washed with water, dried over magnesium sulfate and evaporated. The r... The reactants are CCOC1CCC(=O)N1S(=O)(=O)c1ccc(OCc2ccccc2)cc1, CCO. Yields the product CCOC1CCC(=O)N1S(=O)(=O)c1ccc(O)cc1. As a reaction SMILES: [CH2:1]([c:2]1[cH:3][cH:4][cH:5][cH:6][cH:7]1)[O:8][c:9]1[cH:10][cH:11][c:12]([S:15](=[O:16])(=[O:17])[N:18]2[C:19](=[O:26])[CH2:20][CH2:21][CH:22]2[O:23][CH2:24][CH3:25])[cH:13][cH:14]1.[CH3:27][CH2:28][OH:29]>>[OH:8][c:9]1[cH:10][cH:11][c:12]([S:15](=[O:16])(=[O:17])[N:18]2[C:19](=[O:26])[CH2:20][CH2:21][CH:22]2[O:23][CH2:24][CH3:25])[cH:13][cH:14]1.